From a dataset of the Open Reaction Database (ORD), a public repository of structured organic reaction records. describe an organic reaction: reactants, conditions, products, and yield The reactants are Cl.ClC1=C(CN2CCN(CC2)CC(=O)O)C(=CC=C1)F (2-(4-(2-chloro-6-fluorobenzyl)piperazin-1-yl)acetic acid hydrochloride), N[C@H](C(=O)NC1=CC=C(C=C1)OC1=CC=C(C=C1)F)COCC1=CC=CC=C1 ((S)-2-amino-3-(benzyloxy)-N-(4-(4-fluorophenoxy)phenyl)propanamide). The product is Compound 239, C(C1=CC=CC=C1)OC[C@@H](C(=O)NC1=CC=C(C=C1)OC1=CC=C(C=C1)F)NC(CN1CCN(CC1)CC1=C(C=CC=C1F)Cl)=O ((S)-3-(benzyloxy)-2-(2-(4-(2-chloro-6-fluorobenzyl)piperazin-1-yl)acetamido)-N-(4-(4-fluorophenoxy)phenyl)propanamide). Yield: 40.1%. RXN SMILES: Cl.[Cl:2][C:3]1[CH:19]=[CH:18][CH:17]=[C:16]([F:20])[C:4]=1[CH2:5][N:6]1[CH2:11][CH2:10][N:9]([CH2:12][C:13]([OH:15])=O)[CH2:8][CH2:7]1.[NH2:21][C@@H:22]([CH2:40][O:41][CH2:42][C:43]1[CH:48]=[CH:47][CH:46]=[CH:45][CH:44]=1)[C:23]([NH:25][C:26]1[CH:31]=[CH:30][C:29]([O:32][C:33]2[CH:38]=[CH:37][C:36]([F:39])=[CH:35][CH:34]=2)=[CH:28][CH:27]=1)=[O:24]>>[CH2:42]([O:41][CH2:40][C@H:22]([NH:21][C:13](=[O:15])[CH2:12][N:9]1[CH2:8][CH2:7][N:6]([CH2:5][C:4]2[C:16]([F:20])=[CH:17][CH:18]=[CH:19][C:3]=2[Cl:2])[CH2:11][CH2:10]1)[C:23]([NH:25][C:26]1[CH:31]=[CH:30][C:29]([O:32][C:33]2[CH:38]=[CH:37][C:36]([F:39])=[CH:35][CH:34]=2)=[CH:28][CH:27]=1)=[O:24])[C:43]1[CH:48]=[CH:47][CH:46]=[CH:45][CH:44]=1 |f:0.1|. Procedure details: Proceeding as in Example 1, but substituting 2-(4-(2-chloro-6-fluorobenzyl)piperazin-1-yl)acetic acid hydrochloride and (S)-2-amino-3-(benzyloxy)-N-(4-(4-fluorophenoxy)phenyl)propanamide, gave Compound 239, (S)-3-(benzyloxy)-2-(2-(4-(2-chloro-6-fluorobenzyl)piperazin-1-yl)acetamido)-N-(4-(4-fluorophenoxy)phenyl)propanamide (20.8 mg, 40.1%). Major isomer: 1H-NMR (400 MHz, DMSO-D6): σ 10.21 (s, 1H), 7.93 (d, 1H), 7.60 (d, 2H), 7.37 (m, 2H), 7.29 (m, 5H), 7.21 (t, 3H), 7.04-6.98 (m, 4H), 4.68 (m, 1... Reactants: O (water), CCN(C(C)C)C(C)C (DIPEA), N[C@@H](CC(C)C)CO (leucinol), ClC=1C2=C(N=C(N1)S[C@@H](C)C1=CC=CC=C1)N=C(S2)N (7-chloro-5-{[(1S)-1-phenylethyl]thio}[1,3]thiazolo[4,5-d]pyrimidin-2-amine). Solvent: CN1CCCC1=O (NMP). Reaction conditions: temperature 120 celsius. Product: NC=1SC2=C(N=C(N=C2NC(CO)CC(C)C)S[C@@H](C)C2=CC=CC=C2)N1 (2-[(2-amino-5-{[(1S)-1-phenylethyl]thio}[1,3]thiazolo[4,5-d]pyrimidin-7-yl)amino]-4-methylpentan-1-ol). Isolated yield 55.1%. Reaction SMILES: CCN(C(C)C)C(C)C.[NH2:10][C@H:11]([CH2:16][OH:17])[CH2:12][CH:13]([CH3:15])[CH3:14].Cl[C:19]1[C:20]2[S:36][C:35]([NH2:37])=[N:34][C:21]=2[N:22]=[C:23]([S:25][C@H:26]([C:28]2[CH:33]=[CH:32][CH:31]=[CH:30][CH:29]=2)[CH3:27])[N:24]=1.O>CN1C(=O)CCC1>[NH2:37][C:35]1[S:36][C:20]2[C:19]([NH:10][CH:11]([CH2:12][CH:13]([CH3:15])[CH3:14])[CH2:16][OH:17])=[N:24][C:23]([S:25][C@H:26]([C:28]3[CH:29]=[CH:30][CH:31]=[CH:32][CH:33]=3)[CH3:27])=[N:22][C:21]=2[N:34]=1. Procedure: DIPEA (400 mg, 3 mmol) and D -leucinol (400 mg, 3.4 mmol) were added to 7-chloro-5-{[(1S)-1-phenylethyl]thio}[1,3]thiazolo[4,5-d]pyrimidin-2-amine (300 mg, 0.9 mmol) in NMP (6 mL) and the mixture was heated to 120° C. for 24 h. The mixture was poured into water and extracted with ethyl acetate. The organic phase was dried (MgSO4), evaporated and the residue was purified by flash column chromatography (EtOAc) to give the title compound (200 mg, 54% yield). Starting materials: C(C)C1=CC=C(C=C1)I (4-ethyliodobenzene), C1(=CC=CC=C1)P(C1=CC=CC=C1)C1=CC=CC=C1 (triphenylphosphine), C(C#C)O (propargyl alcohol), C(C)(C)N(CC)C(C)C (diisopropylethylamine). The reagents and catalysts are [Cu]I (copper(I) iodide), C1=CC=C(C=C1)/C=C/C(=O)/C=C/C2=CC=CC=C2.C1=CC=C(C=C1)/C=C/C(=O)/C=C/C2=CC=CC=C2.C1=CC=C(C=C1)/C=C/C(=O)/C=C/C2=CC=CC=C2.C(Cl)(Cl)Cl.[Pd].[Pd] (tris(dibenzylideneacetone)dipalladium(0) chloroform adduct). Solvent: O1CCCC1 (tetrahydrofuran), O (water). Reaction conditions: time 12 hour. Yields the product C(C)C1=CC=C(C=C1)C#CCO (3-(4-ethylphenyl)-2-propyne-1-ol). As a reaction SMILES: [CH2:1]([C:3]1[CH:8]=[CH:7][C:6](I)=[CH:5][CH:4]=1)[CH3:2].C1(P(C2C=CC=CC=2)C2C=CC=CC=2)C=CC=CC=1.[CH2:29]([OH:32])[C:30]#[CH:31].C(N(C(C)C)CC)(C)C>[Cu]I.C1C=CC(/C=C/C(/C=C/C2C=CC=CC=2)=O)=CC=1.C1C=CC(/C=C/C(/C=C/C2C=CC=CC=2)=O)=CC=1.C1C=CC(/C=C/C(/C=C/C2C=CC=CC=2)=O)=CC=1.C(Cl)(Cl)Cl.[Pd].[Pd].O.O1CCCC1>[CH2:1]([C:3]1[CH:8]=[CH:7][C:6]([C:31]#[C:30][CH2:29][OH:32])=[CH:5][CH:4]=1)[CH3:2] |f:5.6.7.8.9.10|. Procedure details: A mixture of 4-ethyliodobenzene (5.00 g), copper(I) iodide (82.1 mg), triphenylphosphine (283 mg), tris(dibenzylideneacetone)dipalladium(0) chloroform adduct (446 mg), propargyl alcohol (1.40 ml), diisopropylethylamine (15.0 ml) and tetrahydrofuran (100 ml) was stirred at room temperature for 12 hr. The reaction mixture was added to water, and the mixture was extracted with ethyl acetate, washed with saturated brine, and dried over anhydrous magnesium sulfate. The solvent was evaporated under re... The reactants are [BH4-].[Na+] (sodium borohydride), [BH4-].[Na+] (sodium borohydride), ClC1=CC(=C(C(=C1)C)NC1=NC2=C(N1C)C(=CC=C2)C2=C(C=O)C=CC=C2)OC (2-[2-[(4-chloro-2-methoxy-6-methylphenyl)amino]-1-methyl-1H-benzimidazol-7-yl]benzaldehyde), CO (methanol), CN (methyl amine). The solvent is O (water), C(C)O (ethanol). Run at time 4 hour. The product is ClC1=CC(=C(C(=C1)C)NC1=NC2=C(N1C)C(=CC=C2)C2=C(C=CC=C2)CNC)OC (N-(4-Chloro-2-methoxy-6-methylphenyl)-1-methyl-7-{2-[(methylamino) methyl]phenyl}-1H-benzimidazol-2-amine). The yield is 17.0%. As a reaction SMILES: [Cl:1][C:2]1[CH:7]=[C:6]([CH3:8])[C:5]([NH:9][C:10]2[N:14]([CH3:15])[C:13]3[C:16]([C:20]4[CH:27]=[CH:26][CH:25]=[CH:24][C:21]=4[CH:22]=O)=[CH:17][CH:18]=[CH:19][C:12]=3[N:11]=2)=[C:4]([O:28][CH3:29])[CH:3]=1.CO.[CH3:32][NH2:33].[BH4-].[Na+]>O.C(O)C>[Cl:1][C:2]1[CH:7]=[C:6]([CH3:8])[C:5]([NH:9][C:10]2[N:14]([CH3:15])[C:13]3[C:16]([C:20]4[CH:27]=[CH:26][CH:25]=[CH:24][C:21]=4[CH2:22][NH:33][CH3:32])=[CH:17][CH:18]=[CH:19][C:12]=3[N:11]=2)=[C:4]([O:28][CH3:29])[CH:3]=1 |f:3.4|. Reported procedure: A mixture of 33 mg (0.0813 mmol) of 2-[2-[(4-chloro-2-methoxy-6-methylphenyl)amino]-1-methyl-1H-benzimidazol-7-yl]benzaldehyde, 0.033 mL (0.325 mmol) of 40% methanol solution of methyl amine and 1 mL of ethanol was refluxed for 4 hours. After cooling, 9.2 mg (0.244 mmol) of sodium borohydride was added. The mixture was stirred at room temperature for 4 hours, and 15 mg (0.407 mmol) of sodium borohydride was added. After stirring at room temperature for 15 hours, the reaction mixture was diluted ... Reactants: CCBr, O=C([O-])[O-], CC#N, CO, [Cs+], [Cs+], O, COc1cc2nc[nH]c(=O)c2cc1O. Product: CCOc1cc2c(=O)[nH]cnc2cc1OC. RXN SMILES: [Br:21][CH2:22][CH3:23].[C:15](=[O:16])([O-:17])[O-:18].[CH3:25][C:26]#[N:27].[CH3:28][OH:29].[Cs+:19].[Cs+:20].[OH2:24].[OH:1][c:2]1[cH:3][c:4]2[c:5](=[O:14])[nH:6][cH:7][n:8][c:9]2[cH:10][c:11]1[O:12][CH3:13]>>[O:1]([c:2]1[cH:3][c:4]2[c:5](=[O:14])[nH:6][cH:7][n:8][c:9]2[cH:10][c:11]1[O:12][CH3:13])[CH2:22][CH3:23]. The reactants are O=C([O-])[O-], CCOC(=O)CC1CCNCC1, CS(C)=O, O=[N+]([O-])c1ccc(F)cc1, [Na+], [Na+]. Product: CCOC(=O)CC1CCN(c2ccc([N+](=O)[O-])cc2)CC1. Reaction SMILES: [C:23](=[O:24])([O-:25])[O-:26].[CH2:1]([CH3:2])[O:3][C:4](=[O:5])[CH2:6][CH:7]1[CH2:8][CH2:9][NH:10][CH2:11][CH2:12]1.[CH3:29][S:30]([CH3:31])=[O:32].[F:13][c:14]1[cH:15][cH:16][c:17]([N+:20](=[O:21])[O-:22])[cH:18][cH:19]1.[Na+:27].[Na+:28]>>[CH2:1]([CH3:2])[O:3][C:4](=[O:5])[CH2:6][CH:7]1[CH2:8][CH2:9][N:10]([c:14]2[cH:15][cH:16][c:17]([N+:20](=[O:21])[O-:22])[cH:18][cH:19]2)[CH2:11][CH2:12]1. Starting materials: BrCCBr, CCCN(CCC)C1CCc2cccc(Br)c2C1, C1CCOC1, Clc1ccc2ccccc2n1, [Mg], O. The product is CCCN(CCC)C1CCc2cccc(-c3ccc4ccccc4n3)c2C1. Reaction SMILES: [Br:20][CH2:21][CH2:22][Br:23].[CH2:1]([CH2:2][CH3:3])[N:4]([CH:5]1[CH2:6][c:7]2[c:8]([Br:15])[cH:9][cH:10][cH:11][c:12]2[CH2:13][CH2:14]1)[CH2:16][CH2:17][CH3:18].[CH2:35]1[O:36][CH2:37][CH2:38][CH2:39]1.[Cl:24][c:25]1[n:26][c:27]2[cH:28][cH:29][cH:30][cH:31][c:32]2[cH:33][cH:34]1.[Mg:19].[OH2:40]>>[CH2:1]([CH2:2][CH3:3])[N:4]([CH:5]1[CH2:6][c:7]2[c:8](-[c:25]3[n:26][c:27]4[cH:28][cH:29][cH:30][cH:31][c:32]4[cH:33][cH:34]3)[cH:9][cH:10][cH:11][c:12]2[CH2:13][CH2:14]1)[CH2:16][CH2:17][CH3:18]. Reactants: OC1=CC=C(CN2C=C(C(=C2)C2=CC=CC=C2)CCC(=O)OCC)C=C1 (ethyl 3-[1-(4-hydroxybenzyl)-4-phenyl-3-pyrrolyl]propionate), ClCC=1C=CC(=NC1)C1=CC=CC=C1 (5-chloromethyl-2-phenylpyridine), C([O-])([O-])=O.[K+].[K+] (potassium carbonate), CN(C=O)C (N,N-dimethylformamide). The solvent is O (water). Reaction conditions: temperature 80 celsius, time 5 hour. The product is C1(=CC=CC=C1)C=1C(=CN(C1)CC1=CC=C(C=C1)OCC=1C=NC(=CC1)C1=CC=CC=C1)CCC(=O)O (3-[4-phenyl-1-[4-(6-phenyl-3-pyridylmethoxy)benzyl]-3-pyrrolyl]propionic acid). The yield is 97.7%. As a reaction SMILES: [OH:1][C:2]1[CH:26]=[CH:25][C:5]([CH2:6][N:7]2[CH:11]=[C:10]([C:12]3[CH:17]=[CH:16][CH:15]=[CH:14][CH:13]=3)[C:9]([CH2:18][CH2:19][C:20]([O:22]CC)=[O:21])=[CH:8]2)=[CH:4][CH:3]=1.Cl[CH2:28][C:29]1[CH:30]=[CH:31][C:32]([C:35]2[CH:40]=[CH:39][CH:38]=[CH:37][CH:36]=2)=[N:33][CH:34]=1.C(=O)([O-])[O-].[K+].[K+].CN(C)C=O>O>[C:12]1([C:10]2[C:9]([CH2:18][CH2:19][C:20]([OH:22])=[O:21])=[CH:8][N:7]([CH2:6][C:5]3[CH:4]=[CH:3][C:2]([O:1][CH2:28][C:29]4[CH:34]=[N:33][C:32]([C:35]5[CH:36]=[CH:37][CH:38]=[CH:39][CH:40]=5)=[CH:31][CH:30]=4)=[CH:26][CH:25]=3)[CH:11]=2)[CH:17]=[CH:16][CH:15]=[CH:14][CH:13]=1 |f:2.3.4|. Procedure: A mixture of ethyl 3-[1-(4-hydroxybenzyl)-4-phenyl-3-pyrrolyl]propionate (600 mg), 5-chloromethyl-2-phenylpyridine (370 mg), potassium carbonate (450 mg) and N,N-dimethylformamide (10 ml) was stirred at 80° C. for 5 hours. The reaction mixture was poured into water, and extracted with ethyl acetate. The ethyl acetate layer was washed with saturated aqueous sodium chloride solution, dried (MgSO4) and concentrated. The residue was subjected to silica gel column chromatography to obtain a colorless...